From a dataset of the Open Reaction Database (ORD), a public repository of structured organic reaction records. describe an organic reaction: reactants, conditions, products, and yield The reactants are C(C)(C)(C)OC(NN1C=CC=C1)=O (pyrrol-1-yl-carbamic acid tert-butyl ester), FC1=CC=C(CBr)C=C1 (4-fluorobenzyl bromide), [H-].[Na+] (sodium hydride). The product is C(C)(C)(C)OC(N(N1C=CC=C1)CC1=CC=C(C=C1)F)=O ((4-Fluoro-benzyl)-pyrrol-1-yl-carbamic acid tert-butyl ester). Reaction SMILES: [C:1]([O:5][C:6](=[O:13])[NH:7][N:8]1[CH:12]=[CH:11][CH:10]=[CH:9]1)([CH3:4])([CH3:3])[CH3:2].[F:14][C:15]1[CH:22]=[CH:21][C:18]([CH2:19]Br)=[CH:17][CH:16]=1.[H-].[Na+]>>[C:1]([O:5][C:6](=[O:13])[N:7]([CH2:19][C:18]1[CH:21]=[CH:22][C:15]([F:14])=[CH:16][CH:17]=1)[N:8]1[CH:12]=[CH:11][CH:10]=[CH:9]1)([CH3:4])([CH3:2])[CH3:3] |f:2.3|. Procedure: Prepared according to the benzylation condition used in Example 1 step b) from pyrrol-1-yl-carbamic acid tert-butyl ester (1.0 eq.), 4-fluorobenzyl bromide (1.2 eq.) and sodium hydride (1.5 eq.). ESI (m/z): 291 (M+H)+.